This data is from the Open Reaction Database (ORD), a public repository of structured organic reaction records. The task is: describe an organic reaction: reactants, conditions, products, and yield Procedure: In an analogous manner to Example 1, 5-(4-(4-Benzyloxy-phenylamino)-pyrido[3,4-d]pyrimidin-6-yl)-furan-2-carbaldehyde and 3-aminopyridine were converted into the title compound; δH [2H6]-DMSO 10.42 (1H, b), 9.08 (1H, s), 8.69 (1H, s), 8.55 (1H, s), 8.09 (1H, d), 7.79 (1H, d), 7.70 (2H, d), 7.52−7.27 (5H, m), 7.16−6.99 (5H, m), 6.52 (2H, m), 5.11 (2H, s), 4.42 (2H, d); m/z 501 (M+1)+. Reaction SMILES: [CH2:1]([O:8][C:9]1[CH:14]=[CH:13][C:12]([NH:15][C:16]2[C:17]3[CH:25]=[C:24]([C:26]4[O:30][C:29]([CH:31]=O)=[CH:28][CH:27]=4)[N:23]=[CH:22][C:18]=3[N:19]=[CH:20][N:21]=2)=[CH:11][CH:10]=1)[C:2]1[CH:7]=[CH:6][CH:5]=[CH:4][CH:3]=1.[NH2:33][C:34]1[CH:35]=[N:36][CH:37]=[CH:38][CH:39]=1>>[CH2:1]([O:8][C:9]1[CH:14]=[CH:13][C:12]([NH:15][C:16]2[C:17]3[CH:25]=[C:24]([C:26]4[O:30][C:29]([CH2:31][NH:33][C:34]5[CH:35]=[N:36][CH:37]=[CH:38][CH:39]=5)=[CH:28][CH:27]=4)[N:23]=[CH:22][C:18]=3[N:19]=[CH:20][N:21]=2)=[CH:11][CH:10]=1)[C:2]1[CH:7]=[CH:6][CH:5]=[CH:4][CH:3]=1. Starting materials: C(C1=CC=CC=C1)OC1=CC=C(C=C1)NC=1C2=C(N=CN1)C=NC(=C2)C2=CC=C(O2)C=O (5-(4-(4-Benzyloxy-phenylamino)-pyrido[3,4-d]pyrimidin-6-yl)-furan-2-carbaldehyde), NC=1C=NC=CC1 (3-aminopyridine). Product: C(C1=CC=CC=C1)OC1=CC=C(C=C1)NC=1C2=C(N=CN1)C=NC(=C2)C=2OC(=CC2)CNC=2C=NC=CC2 ((4-Benzyloxy-phenyl)-(6-(5-(pyridin-3-ylaminomethyl)-furan-2-yl)-pyrido[3,4-d]pyrimidin-4-yl)-amine). The reactants are C(=O)([O-])[O-].C(=O)([O-])[O-].OO.OO.OO.[Na+].[Na+].[Na+].[Na+] (sodium percarbonate), C(C)(=O)OC(C)=O (acetic anhydride), CC1=CC[C@@H](CC1)C(=C)C (Limonene). Run in C(C)(=O)OCCCC (butyl acetate). Conditions: temperature 60 celsius, time 12 hour. The product is CC12CCC(CC1O2)C3(CO3)C (limonene diepoxide). The yield is 98.7%. Reaction SMILES: [CH3:1][C:2]1[CH2:7]C[C@@H:5](C(C)=C)[CH2:4][CH:3]=1.C([O-])([O-])=[O:12].C([O-])([O-])=O.OO.OO.OO.[Na+].[Na+].[Na+].[Na+].[C:29]([O:32][C:33](=O)[CH3:34])(=O)[CH3:30]>C(OCCCC)(=O)C>[CH3:30][C:29]12[O:32][CH:33]1[CH2:34][CH:3]([C:2]1([CH3:1])[O:12][CH2:7]1)[CH2:4][CH2:5]2 |f:1.2.3.4.5.6.7.8.9|. Reported procedure: Limonene (1.36 g, 10 mmol) was dissolved in butyl acetate (25 ml), and a composition containing sodium percarbonate (10.5 g, 66.7 mmol) and acetic anhydride (10.2 g, 100 mmol) was added thereto. The mixture was stirred at 60° C. After 12 hours, the reaction solution was washed with water to thereby completely remove acetic acid and sodium acetate, which were generated as by-products, and the remaining H2O2. Butyl acetate was distilled off from the organic phase by distillation, and as a result, ...